Dataset: the Open Reaction Database (ORD), a public repository of structured organic reaction records. Task: describe an organic reaction: reactants, conditions, products, and yield The reactants are O=C1N(C(C=2NC(=NC2N1CCC)C12CCC(CC1)(CC2)C=CC(=O)O)=O)CCC (3-[4-(2,6-Dioxo-1,3-dipropyl-2,3,6,7-tetrahydro-1H-purin-8-yl)-bicyclo[2.2.2]oct-1-yl]-acrylic acid), O1CCCC1 (tetrahydrofuran), C (charcoal). The solvent is O (water). Run at time 30 minute. Yields the product O=C1N(C(C=2NC(=NC2N1CCC)C12CCC(CC1)(CC2)CCC(=O)O)=O)CCC (3-[4-(2,6-Dioxo-1,3-dipropyl-2,3,6,7-tetrahydro-1H-purin-8-yl)-bicyclo[2.2.2]oct-1-yl]propionic acid). RXN SMILES: [O:1]=[C:2]1[N:10]([CH2:11][CH2:12][CH3:13])[C:9]2[N:8]=[C:7]([C:14]34[CH2:21][CH2:20][C:17]([CH:22]=[CH:23][C:24]([OH:26])=[O:25])([CH2:18][CH2:19]3)[CH2:16][CH2:15]4)[NH:6][C:5]=2[C:4](=[O:27])[N:3]1[CH2:28][CH2:29][CH3:30].O1CCCC1.C>O>[O:1]=[C:2]1[N:10]([CH2:11][CH2:12][CH3:13])[C:9]2[N:8]=[C:7]([C:14]34[CH2:21][CH2:20][C:17]([CH2:22][CH2:23][C:24]([OH:26])=[O:25])([CH2:18][CH2:19]3)[CH2:16][CH2:15]4)[NH:6][C:5]=2[C:4](=[O:27])[N:3]1[CH2:28][CH2:29][CH3:30]. Reported procedure: 3-[4-(2,6-Dioxo-1,3-dipropyl-2,3,6,7-tetrahydro-1H-purin-8-yl)-bicyclo[2.2.2]oct-1-yl]-acrylic acid, (XIII, Example 89, 1.934 kg), tetrahydrofuran (11.875 l), water (0.625 l) and activated charcoal (0.100 kg) are mixed and stirred at 16 to 25° for 30 minutes and then filtered. The filter cake is washed with THF (0.500 l). A separate flask is charged with palladium on carbon (10%, 0.130 kg) and the filtered tetrahydrofuran/water mixture of the starting material. The flask is placed under reduced ... Reactants: FC1=CC(=C2C(NC=NC2=C1)=O)OC1CCOCC1 (7-fluoro-5-tetrahydropyran-4-yloxy-3,4-dihydroquinazolin-4-one), P(=O)(Cl)(Cl)Cl (phosphoryl chloride), C(C)(C)N(CC)C(C)C (diisopropylethylamine). The solvent is ClCCCl (1,2-dichloroethane). Run at temperature 80 celsius. The product is ClC1=NC=NC2=CC(=CC(=C12)OC1CCOCC1)F (4-chloro-7-fluoro-5-tetrahydropyran-4-yloxyquinazoline). As a reaction SMILES: [F:1][C:2]1[CH:11]=[C:10]2[C:5]([C:6](=O)[NH:7][CH:8]=[N:9]2)=[C:4]([O:13][CH:14]2[CH2:19][CH2:18][O:17][CH2:16][CH2:15]2)[CH:3]=1.P(Cl)(Cl)([Cl:22])=O.C(N(C(C)C)CC)(C)C>ClCCCl>[Cl:22][C:6]1[C:5]2[C:10](=[CH:11][C:2]([F:1])=[CH:3][C:4]=2[O:13][CH:14]2[CH2:19][CH2:18][O:17][CH2:16][CH2:15]2)[N:9]=[CH:8][N:7]=1. Procedure details: A mixture of 7-fluoro-5-tetrahydropyran-4-yloxy-3,4-dihydroquinazolin-4-one (1 g), phosphoryl chloride (4 ml), diisopropylethylamine (1.5 ml) and 1,2-dichloroethane (15 ml) was stirred and heated to 80° C. for 3 hours. The mixture was evaporated to give 4-chloro-7-fluoro-5-tetrahydropyran-4-yloxyquinazoline which was used without further purification. The reactants are BrC1=CC=C(C=C1)CCCO (3-(4-Bromo-Phenyl)-Propan-1-ol), C1=CC=C(C=C1)P(C2=CC=CC=C2)C3=CC=CC=C3 (PPh3), C(Br)(Br)(Br)Br (CBr4). The solvent is C1CCOC1 (THF). Reaction conditions: time 15 minute. Product: BrC1=CC=C(C=C1)CCCBr (1-Bromo-4-(3-Bromo-Propyl)-Benzene). Isolated yield 66.3%. Reaction SMILES: [Br:1][C:2]1[CH:7]=[CH:6][C:5]([CH2:8][CH2:9][CH2:10]O)=[CH:4][CH:3]=1.C1C=CC(P(C2C=CC=CC=2)C2C=CC=CC=2)=CC=1.C(Br)(Br)(Br)[Br:32]>C1COCC1>[Br:1][C:2]1[CH:7]=[CH:6][C:5]([CH2:8][CH2:9][CH2:10][Br:32])=[CH:4][CH:3]=1. Reported procedure: To a solution of intermediate 49 (Example 99) (4.0 g, 19 mmol) in THF (30 mL) at 0° C. under the argon atmosphere was added PPh3 (6.3 g, 24 mmol) followed by CBr4 (8.0 g, 24 mmol). The mixture was stirred at the same temperature for 15 min and then stirred at room temperature for additional 15 h. Most of the solvent was removed and the residue purified by flash chromatography on silica gel (hexane) to afford the title compound (3.5 g, 66%) as a colorless oil.